This data is from the Open Reaction Database (ORD), a public repository of structured organic reaction records. The task is: describe an organic reaction: reactants, conditions, products, and yield Procedure details: To a mixture of 4-[{N-(2-(tert-butoxycarbonylamino)-4,5-difluorobenzoyl)glycyl}aminomethyl]piperidine (0.050 mmol), 2-hydroxy-3-methylbenzaldehyde (0.25 mmol), methanol (1.0 mL), and acetic acid (0.040 mL) was added NaBH3CN (0.40 mmol) in methanol (0.50 mL). The reaction mixture was stirred at 50° C. overnight. The mixture was cooled to room temperature, loaded onto Varian™ SCX column, and washed with CH3OH (5 mL×2). Product was eluted off using 2 N NH3 in CH3OH (5 mL) and concentrated. The resu... Run at temperature 50 celsius, time 8 hour. The product is NC1=C(C(=O)NCC(=O)NCC2CCN(CC2)CC2=C(C(=CC=C2)C)O)C=C(C(=C1)F)F (4-[{N-(2-amino-4,5-difluorobenzoyl)glycyl}aminomethyl]-1-(2-hydroxy-3-methylbenzyl)piperidine). Run in CO (methanol), CO (methanol). The reactants are [BH3-]C#N.[Na+] (NaBH3CN), C(C)(C)(C)OC(=O)NC1=C(C(=O)NCC(=O)NCC2CCNCC2)C=C(C(=C1)F)F (4-[{N-(2-(tert-butoxycarbonylamino)-4,5-difluorobenzoyl)glycyl}aminomethyl]piperidine), OC1=C(C=O)C=CC=C1C (2-hydroxy-3-methylbenzaldehyde), C(C)(=O)O (acetic acid). RXN SMILES: C(OC([NH:8][C:9]1[CH:28]=[C:27]([F:29])[C:26]([F:30])=[CH:25][C:10]=1[C:11]([NH:13][CH2:14][C:15]([NH:17][CH2:18][CH:19]1[CH2:24][CH2:23][NH:22][CH2:21][CH2:20]1)=[O:16])=[O:12])=O)(C)(C)C.[OH:31][C:32]1[C:39]([CH3:40])=[CH:38][CH:37]=[CH:36][C:33]=1[CH:34]=O.C(O)(=O)C.[BH3-]C#N.[Na+]>CO>[NH2:8][C:9]1[CH:28]=[C:27]([F:29])[C:26]([F:30])=[CH:25][C:10]=1[C:11]([NH:13][CH2:14][C:15]([NH:17][CH2:18][CH:19]1[CH2:20][CH2:21][N:22]([CH2:34][C:33]2[CH:36]=[CH:37][CH:38]=[C:39]([CH3:40])[C:32]=2[OH:31])[CH2:23][CH2:24]1)=[O:16])=[O:12] |f:3.4|. RXN SMILES: [C:1]1([C:7]2[N:8]=[CH:9][C:10]([C:19](O)=[O:20])=[N:11][C:12]=2[C:13]2[CH:18]=[CH:17][CH:16]=[CH:15][CH:14]=2)[CH:6]=[CH:5][CH:4]=[CH:3][CH:2]=1.[NH2:22][N:23]1[CH2:28][CH2:27][CH2:26][CH2:25][CH2:24]1.C(Cl)CCl>C(Cl)Cl.CN(C=O)C.CN(C1C=CN=CC=1)C>[N:23]1([NH:22][C:19]([C:10]2[CH:9]=[N:8][C:7]([C:1]3[CH:2]=[CH:3][CH:4]=[CH:5][CH:6]=3)=[C:12]([C:13]3[CH:18]=[CH:17][CH:16]=[CH:15][CH:14]=3)[N:11]=2)=[O:20])[CH2:28][CH2:27][CH2:26][CH2:25][CH2:24]1. Procedure details: 5,6-Diphenyl-pyrazine-2-carboxylic acid (500 mg, 1.81 mmol) from Preparation A, step (a), was dissolved in DCM (4 ml) and DMF (150 μl). DMAP (22 mg, 0.18 mmol) and 1-aminopiperidine (218 mg, 2.17 mmol) were added and the solution was cooled to 0° C. A slurry of EDC (1.99 mmol, in 2 mL DCM and 100 μl DMF) was added dropwise. The reaction mixture was stirred at 25° C. After 17 hours additional 1-aminopiperidine (40 mg, 0.40 mmol) and EDC (76 mg, 0.40 mmol) was added, and the mixture was stirred fo... Run at temperature 0 celsius. The product is N1(CCCCC1)NC(=O)C1=NC(=C(N=C1)C1=CC=CC=C1)C1=CC=CC=C1 (N-(1-piperidinyl)-5,6-diphenyl-2-pyrazinecarboxamide). Solvent: C(Cl)Cl (DCM), CN(C)C=O (DMF), C(Cl)Cl (DCM). Reagents/catalysts: CN(C)C=1C=CN=CC1 (DMAP). Isolated yield 24.7%. Starting materials: NN1CCCCC1 (1-aminopiperidine), C1(=CC=CC=C1)C=1N=CC(=NC1C1=CC=CC=C1)C(=O)O (5,6-Diphenyl-pyrazine-2-carboxylic acid), NN1CCCCC1 (1-aminopiperidine), C(CCl)Cl (EDC), C(CCl)Cl (EDC). The reactants are C(C)(C)(C)OC(=O)N1CCN(CC1)C(C1=C(C=CC=C1)C(F)(F)F)=S (4-(2-trifluoromethylthiobenzoyl)piperazine-1-carboxylic acid tert-butyl ester). The solvent is ClCCl (dichloromethane), FC(C(=O)O)(F)F (trifluoroacetic acid). Product: N1(CCNCC1)C(=S)C1=C(C=CC=C1)C(F)(F)F (piperazin-1-yl-(2-trifluoromethylphenyl)methanethione). Yield: 95.5%. Reaction SMILES: C(OC([N:8]1[CH2:13][CH2:12][N:11]([C:14](=[S:25])[C:15]2[CH:20]=[CH:19][CH:18]=[CH:17][C:16]=2[C:21]([F:24])([F:23])[F:22])[CH2:10][CH2:9]1)=O)(C)(C)C>ClCCl.FC(F)(F)C(O)=O>[N:11]1([C:14]([C:15]2[CH:20]=[CH:19][CH:18]=[CH:17][C:16]=2[C:21]([F:24])([F:22])[F:23])=[S:25])[CH2:12][CH2:13][NH:8][CH2:9][CH2:10]1. Procedure: A solution of 4-(2-trifluoromethylthiobenzoyl)piperazine-1-carboxylic acid tert-butyl ester (2.1 g, 5.61 mmol) in dichloromethane and trifluoroacetic acid (30 mL, 2:1) was stirred at ambient temperature overnight, the solvents were removed by evaporation. The residue was dissolved in ethyl acetate, and washed with aqueous saturated NaHCO3 and brine, dried over anhydrous Na2SO4 and concentrated to give piperazin-1-yl-(2-trifluoromethylphenyl)methanethione (1.47 g, 5.36 mmol) which was used direct... Reaction SMILES: [BH4-:1].[CH3:34][OH:35].[CH3:3][S:4](=[O:5])(=[O:6])[O:7][CH:8]1[CH2:9][CH:10]([C:26](=[O:27])[N:28]2[C:29](=[O:33])[NH:30][CH2:31][CH2:32]2)[N:11]([C:13](=[O:14])[O:15][CH2:16][c:17]2[cH:18][cH:19][c:20]([N+:23](=[O:24])[O-:25])[cH:21][cH:22]2)[CH2:12]1.[CH3:41][CH2:42][O:43][C:44](=[O:45])[CH3:46].[Na+:2].[O:36]1[CH2:37][CH2:38][CH2:39][CH2:40]1>>[CH3:3][S:4](=[O:5])(=[O:6])[O:7][CH:8]1[CH2:9][CH:10]([CH2:26][N:28]2[C:29](=[O:33])[NH:30][CH2:31][CH2:32]2)[N:11]([C:13](=[O:14])[O:15][CH2:16][c:17]2[cH:18][cH:19][c:20]([N+:23](=[O:24])[O-:25])[cH:21][cH:22]2)[CH2:12]1. Product: CS(=O)(=O)OC1CC(CN2CCNC2=O)N(C(=O)OCc2ccc([N+](=O)[O-])cc2)C1. Reactants: [BH4-], CO, CS(=O)(=O)OC1CC(C(=O)N2CCNC2=O)N(C(=O)OCc2ccc([N+](=O)[O-])cc2)C1, CCOC(C)=O, [Na+], C1CCOC1.